This data is from the Open Reaction Database (ORD), a public repository of structured organic reaction records. The task is: describe an organic reaction: reactants, conditions, products, and yield Reactants: Cl.FC(COC1=CC=C(C=N1)C(C)N)(F)F ((−)-1-(6-(2,2,2-trifluoroethoxy)pyridin-3-yl)ethanamine hydrochloride), NC1=CC(=NC=N1)C(=O)O (6-aminopyrimidine-4-carboxylic acid). Yields the product NC1=CC(=NC=N1)C(=O)NC(C)C=1C=NC(=CC1)OCC(F)(F)F (6-amino-N-(1-(6-(2,2,2-trifluoroethoxy)pyridin-3-yl)ethyl)pyrimidine-4-carboxamide). Isolated yield 89.0%. As a reaction SMILES: Cl.[F:2][C:3]([F:16])([F:15])[CH2:4][O:5][C:6]1[N:11]=[CH:10][C:9]([CH:12]([NH2:14])[CH3:13])=[CH:8][CH:7]=1.[NH2:17][C:18]1[N:23]=[CH:22][N:21]=[C:20]([C:24](O)=[O:25])[CH:19]=1>>[NH2:17][C:18]1[N:23]=[CH:22][N:21]=[C:20]([C:24]([NH:14][CH:12]([C:9]2[CH:10]=[N:11][C:6]([O:5][CH2:4][C:3]([F:2])([F:15])[F:16])=[CH:7][CH:8]=2)[CH3:13])=[O:25])[CH:19]=1 |f:0.1|. Procedure details: The title compound is prepared in 89% yield (175 mg, a white solid) from (−)-1-(6-(2,2,2-trifluoroethoxy)pyridin-3-yl)ethanamine hydrochloride (148 mg, 0.58 mmol, Amine-1, single enantiomer) and 6-aminopyrimidine-4-carboxylic acid (80 mg, 0.58 mmol) by the similar manner in Step-1 of Example 8. Reactants: N1=C(C=CC=C1)CN1N=CC2=CC(=CC=C12)NC1=NC=NC2=CC=CC(=C12)O[C@@H](C(=O)OC)C (methyl (2R)-2-[(4-{[1-(pyridin-2-ylmethyl)-1H-indazol-5-yl]amino}quinazolin-5-yl)oxy]propanoate), CN (methylamine). Yields the product CNC([C@@H](C)OC1=C2C(=NC=NC2=CC=C1)NC=1C=C2C=NN(C2=CC1)CC1=NC=CC=C1)=O ((2R)—N-methyl-2-[(4-{[1-(pyridin-2-ylmethyl)-1H-indazol-5-yl]amino}quinazolin-5-yl)oxy]propanamide). Isolated yield 86.0%. RXN SMILES: [N:1]1[CH:6]=[CH:5][CH:4]=[CH:3][C:2]=1[CH2:7][N:8]1[C:16]2[C:11](=[CH:12][C:13]([NH:17][C:18]3[C:27]4[C:22](=[CH:23][CH:24]=[CH:25][C:26]=4[O:28][C@H:29]([CH3:34])[C:30](OC)=[O:31])[N:21]=[CH:20][N:19]=3)=[CH:14][CH:15]=2)[CH:10]=[N:9]1.[CH3:35][NH2:36]>>[CH3:35][NH:36][C:30](=[O:31])[C@H:29]([O:28][C:26]1[CH:25]=[CH:24][CH:23]=[C:22]2[C:27]=1[C:18]([NH:17][C:13]1[CH:12]=[C:11]3[C:16](=[CH:15][CH:14]=1)[N:8]([CH2:7][C:2]1[CH:3]=[CH:4][CH:5]=[CH:6][N:1]=1)[N:9]=[CH:10]3)=[N:19][CH:20]=[N:21]2)[CH3:34]. Procedure details: Using the same procedure as in Example 5, methyl (2R)-2-[(4-{[1-(pyridin-2-ylmethyl)-1H-indazol-5-yl]amino}quinazolin-5-yl)oxy]propanoate (250 mg, 0.55 mmol) was reacted with methylamine to give the title compound as a beige solid (213 mg, 86%); NMR Spectrum 1.65 (d, 3H), 2.67 (d, 3H), 5.16 (q, 1H), 5.77 (s, 2H), 6.96 (d, 1H), 7.00 (d, 1H), 7.29 (m, 1H), 7.36 (d, 1H), 7.72 (m, 4H), 8.17 (s, 1H), 8.38 (m, 1H), 8.53 (m, 3H), 10.68 (br s, 1H); Mass spectrum MH+ 454. Starting materials: CCCCO, CCN(C(C)C)C(C)C, CC(C)c1cc(Nc2cc(Cl)nc(Cl)n2)n[nH]1, NCc1cc(-c2ccccc2)no1. The product is CC(C)c1cc(Nc2cc(Cl)nc(NCc3cc(-c4ccccc4)no3)n2)n[nH]1. As a reaction SMILES: [CH2:40]([OH:41])[CH2:42][CH2:43][CH3:44].[CH:18]([N:19]([CH:20]([CH3:21])[CH3:22])[CH2:23][CH3:24])([CH3:25])[CH3:26].[Cl:1][c:2]1[n:3][c:4]([Cl:17])[cH:5][c:6]([NH:8][c:9]2[n:10][nH:11][c:12]([CH:14]([CH3:15])[CH3:16])[cH:13]2)[n:7]1.[c:27]1(-[c:33]2[n:34][o:35][c:36]([CH2:38][NH2:39])[cH:37]2)[cH:28][cH:29][cH:30][cH:31][cH:32]1>>[c:2]1([NH:39][CH2:38][c:36]2[o:35][n:34][c:33](-[c:27]3[cH:28][cH:29][cH:30][cH:31][cH:32]3)[cH:37]2)[n:3][c:4]([Cl:17])[cH:5][c:6]([NH:8][c:9]2[n:10][nH:11][c:12]([CH:14]([CH3:15])[CH3:16])[cH:13]2)[n:7]1. Starting materials: (R)-(-)-2-decanol stearic acid ester, C(CCCCCCCCCCCCCCCCC)(=O)OC(C)C (isopropyl stearate), C(CCCCCCCCCCCCCCCCC)O (stearyl alcohol). Conditions: time 48 hour. The product is C[C@H](CCCCCCCC)O ((R)-(-)-2-decanol). The yield is 72.0%. As a reaction SMILES: [C:1]([O:20]C(C)C)(=O)[CH2:2][CH2:3][CH2:4][CH2:5][CH2:6][CH2:7][CH2:8][CH2:9]CCCCCCCCC.[CH2:24](O)CCCCCCCCCCCCCCCCC>>[CH3:24][C@@H:1]([OH:20])[CH2:2][CH2:3][CH2:4][CH2:5][CH2:6][CH2:7][CH2:8][CH3:9]. Procedure: To the distillation residue, i.e., a mixture of (R)-(-)-2-decanol stearic acid ester and unreacted isopropyl stearate, were added 90 g of stearyl alcohol and 3 g Lipase PL. After regulating the particle size of the enzyme by ultrasonication in the same manner as described above, interesterification was carried out at 85° C. for 48 hours. The reaction mixture was subjected to simple distillation at 90° C. and 3 mmHg to recover highly pure free (R)-(-)-2-decanol (yield: 72%; chemical purity: 99.6%... Reactants: O=C(C(C)(C)C)ON(CC1=CC=CC=C1)CC2=CC=CC=C2 (N,N-Dibenzyl-O-pivaloylhydroxylamine), C/C=C/C1=CC=CC=C1 (trans-β-methylstyrene). Reagents/catalysts: CO[Si](C)OC (dimethoxy(methyl)silane), CC(=O)[O-].CC(=O)[O-].[Cu+2] (copper(II) acetate), c3c(P(c1ccccc1)c2ccccc2)cccc3 (triphenylphosphine), CC(C)(C)C1=CC(=CC(=C1OC)C(C)(C)C)P(C2=C(C3=C(C=C2)OCO3)C4=C(C=CC5=C4OCO5)P(C6=CC(=C(C(=C6)C(C)(C)C)OC)C(C)(C)C)C7=CC(=C(C(=C7)C(C)(C)C)OC)C(C)(C)C)C8=CC(=C(C(=C8)C(C)(C)C)OC)C(C)(C)C ((S)-DTBM-SEGPHOS). The solvent is C1CCOC1 (THF). Reaction conditions: temperature 23 celsius, time 12 hour. Product: CC[C@@H](N(CC1=CC=CC=C1)CC2=CC=CC=C2)C3=CC=CC=C3 ((R)-N,N-Dibenzyl-1-phenylpropan-1-amine). Isolated yield 86.0%. The reactants are FC(C(=O)OC(C(F)(F)F)=O)(F)F (Trifluoroacetic anhydride), ClC=1C=CC(=C(C1)C=1OC=C(N1)C(=O)O)OC(C)(C1=NN=C(N1C)C1=C(C=CC=C1)C(F)(F)F)C (2-[5-chloro-2-(1-methyl-1-{4-methyl-5-[2-(trifluoromethyl)phenyl]-4H-1,2,4-triazol-3-yl}ethoxy)phenyl]-1,3-oxazole-4-carboxylic acid), FC(C(=O)OC(C(F)(F)F)=O)(F)F (trifluoroacetic anhydride), FC(S(=O)(=O)OS(=O)(=O)C(F)(F)F)(F)F (trifluoromethanesulfonic anhydride), C1CCC2=NCCCN2CC1 (DBU), C([O-])(O)=O.[Na+] (sodium bicarbonate). Run in C(C)N(CC)CC (triethylamine), ClCCl (dichloromethane), C(C)N(CC)CC (triethylamine). Conditions: time 8 hour. Product: ClC=1C=CC(=C(C1)C=1OC=C(N1)C#N)OC(C)(C1=NN=C(N1C)C1=C(C=CC=C1)C(F)(F)F)C (2-[5-chloro-2-(1-methyl-1-{4-methyl-5-[2-(trifluoromethyl)phenyl]-4H-1,2,4-triazol-3-yl}ethoxy)phenyl]-1,3-oxazole-4-carbonitrile). RXN SMILES: [Cl:1][C:2]1[CH:3]=[CH:4][C:5]([O:16][C:17]([CH3:35])([C:19]2[N:23]([CH3:24])[C:22]([C:25]3[CH:30]=[CH:29][CH:28]=[CH:27][C:26]=3[C:31]([F:34])([F:33])[F:32])=[N:21][N:20]=2)[CH3:18])=[C:6]([C:8]2[O:9][CH:10]=[C:11]([C:13](O)=O)[N:12]=2)[CH:7]=1.FC(F)(F)S(OS(C(F)(F)F)(=O)=O)(=O)=O.C1CCN2C(=[N:55]CCC2)CC1.FC(F)(F)C(OC(=O)C(F)(F)F)=O.C(=O)(O)[O-].[Na+]>C(N(CC)CC)C.ClCCl>[Cl:1][C:2]1[CH:3]=[CH:4][C:5]([O:16][C:17]([CH3:18])([C:19]2[N:23]([CH3:24])[C:22]([C:25]3[CH:30]=[CH:29][CH:28]=[CH:27][C:26]=3[C:31]([F:34])([F:32])[F:33])=[N:21][N:20]=2)[CH3:35])=[C:6]([C:8]2[O:9][CH:10]=[C:11]([C:13]#[N:55])[N:12]=2)[CH:7]=1 |f:4.5|. Procedure: 2-[5-chloro-2-(1-methyl-1-{4-methyl-5-[2-(trifluoromethyl)phenyl]-4H-1,2,4-triazol-3-yl}ethoxy)phenyl]-1,3-oxazole-4-carboxylic acid (375 mg) was mixed with dichloromethane (10 ml), and triethylamine (0.52 ml) was added, followed by ice-cooling and addition of trifluoromethanesulfonic anhydride (0.316 ml). After stirring at room temperature overnight, it was further stirred at 40° C. for 3 hours. DBU (0.222 ml) was added to the reaction solution, followed by stirring for one hour. Trifluoroaceti... The reactants are CC=1C=CC(=CC1)S(=O)(=O)O (PTSA), C(CO)O (ethylene glycol), Cl.COC(=O)C1CNCCC1=O (methyl-4-oxo-3-piperidine carboxylate hydrochloride). The solvent is C1=CC=CC=C1 (benzene). The product is N (NH3), COC(=O)C1C2(OCCO2)CCNC1 (1,4-Dioxa-8-aza-spiro[4.5]-decane-6-carboxylic Acid Methyl Ester). Isolated yield 127.7%. As a reaction SMILES: CC1C=CC(S(O)(=O)=O)=CC=1.[CH2:12]([OH:15])[CH2:13][OH:14].Cl.[CH3:17][O:18][C:19]([CH:21]1[C:26](=O)[CH2:25][CH2:24][NH:23][CH2:22]1)=[O:20]>C1C=CC=CC=1>[NH3:23].[CH3:17][O:18][C:19]([CH:21]1[CH2:22][NH:23][CH2:24][CH2:25][C:26]21[O:15][CH2:12][CH2:13][O:14]2)=[O:20] |f:2.3|. Reported procedure: PTSA (24.7, 130 mmol) and ethylene glycol (24.8 mL, 439 mmol) were added to methyl-4-oxo-3-piperidine carboxylate hydrochloride (90) (25.1 g, 130 mmol) in benzene (52 mL, 2.5 M). The solution was stirred and heated to reflux overnight. H2O was removed using a Dean Stark trap. When the reaction was judged complete by TLC, 5% aqueous NaHCO3 and CH2Cl2 were added, and the organic layer was removed. The aqueous layer was extracted with CH2Cl2 (5×), and the combined organics were dried over sodium su... The reactants are C(C)C(C(=O)O)CC (2-ethylbutanoic acid), Cl (HCl), ice, FC(OC1=CC=C(C=C1)N=C=O)(F)F (4-(trifluoromethoxy)phenyl isocyanate), NC1CCN(CC1)C(C(CC)CC)=O (1-(4-aminopiperidin-1-yl)-2-ethylbutan-1-one). Solvent: C1CCOC1 (THF). Conditions: time 8 hour. Yields the product C(C)C(C(=O)N1CCC(CC1)NC(=O)NC1=CC=C(C=C1)OC(F)(F)F)CC (1-(1-(2-ethylbutanoyl)piperidin-4-yl)-3-(4-(trifluoromethoxy)phenyl)urea). Yield: 54.0%. As a reaction SMILES: [F:1][C:2]([F:14])([F:13])[O:3][C:4]1[CH:9]=[CH:8][C:7]([N:10]=[C:11]=[O:12])=[CH:6][CH:5]=1.[NH2:15][CH:16]1[CH2:21][CH2:20][N:19]([C:22](=[O:28])[CH:23]([CH2:26][CH3:27])[CH2:24][CH3:25])[CH2:18][CH2:17]1.C(C(CC)C(O)=O)C.Cl>C1COCC1>[CH2:26]([CH:23]([CH2:24][CH3:25])[C:22]([N:19]1[CH2:18][CH2:17][CH:16]([NH:15][C:11]([NH:10][C:7]2[CH:6]=[CH:5][C:4]([O:3][C:2]([F:13])([F:14])[F:1])=[CH:9][CH:8]=2)=[O:12])[CH2:21][CH2:20]1)=[O:28])[CH3:27]. Procedure: To an ice cold solution of 4-(trifluoromethoxy)phenyl isocyanate (60.9 mg, 0.3 mmol) in THF (1.5 ml) was added 1-(4-aminopiperidin-1-yl)-2-ethylbutan-1-one (59.4 mg, 0.3 mmol), prepared via Example 14 and Example 15 using 2-ethylbutanoic acid. The reaction mixture was allowed to warm to rt and stirred overnight. 1 M HCl aqueous solution was added followed by extraction with EtOAc. Flash chromatography eluted with 50:1 DCM:MeOH followed by recrystallization from acetone afforded desired compound ... The reactants are O=[N+]([O-])c1c(F)c(Br)cc(F)c1Br, CCOC(C)=O, CCO, Cl, [Fe]. Product: Nc1c(F)c(Br)cc(F)c1Br. Reaction SMILES: [Br:1][c:2]1[c:3]([N+:11]([O-:12])=[O:13])[c:4]([F:10])[c:5]([Br:9])[cH:6][c:7]1[F:8].[CH3:14][CH2:15][O:16][C:17]([CH3:18])=[O:19].[CH3:20][CH2:21][OH:22].[ClH:23].[Fe:24]>>[Br:1][c:2]1[c:3]([NH2:11])[c:4]([F:10])[c:5]([Br:9])[cH:6][c:7]1[F:8].